Dataset: the Open Reaction Database (ORD), a public repository of structured organic reaction records. Task: describe an organic reaction: reactants, conditions, products, and yield Starting materials: [Al+3], [H-], [H-], [H-], [H-], [Li+], CCC(N)c1ccc2c(c1)CCC(=O)N2, [Na+], [Na+], O=S(=O)([O-])[O-], C1COCCO1, O. Product: CCC(N)c1ccc2c(c1)CCCN2. As a reaction SMILES: [Al+3:2].[H-:1].[H-:4].[H-:5].[H-:6].[Li+:3].[NH2:7][CH:8]([CH2:9][CH3:10])[c:11]1[cH:12][c:13]2[c:18]([cH:19][cH:20]1)[NH:17][C:16](=[O:21])[CH2:15][CH2:14]2.[Na+:23].[Na+:24].[O-:25][S:26](=[O:27])(=[O:28])[O-:29].[O:30]1[CH2:31][CH2:32][O:33][CH2:34][CH2:35]1.[OH2:22]>>[NH2:7][CH:8]([CH2:9][CH3:10])[c:11]1[cH:12][c:13]2[c:18]([cH:19][cH:20]1)[NH:17][CH2:16][CH2:15][CH2:14]2. Reactants: CCOC(=O)C (EtOAc), C(C)OC(=O)C1=CN=C(C2=C(C=C(C=C12)OC)OC)CNC(=O)OC(C)(C)C (1-(tert-butoxycarbonylamino-methyl)-6,8-dimethoxy-isoquinoline-4-carboxylic acid ethyl ester), O[Li].O (LiOH—H2O), Cl (HCl). Run in O (water), C1CCOC1 (THF), O (H2O). Reaction conditions: temperature 50 celsius, time 3.5 hour. The product is C(C)(C)(C)OC(=O)NCC1=NC=C(C2=CC(=CC(=C12)OC)OC)C(=O)O (1-(tert-butoxycarbonylamino-methyl)-6,8-dimethoxy-isoquinoline-4-carboxylic acid). Isolated yield 95.6%. Reaction SMILES: C([O:3][C:4]([C:6]1[C:15]2[C:10](=[C:11]([O:18][CH3:19])[CH:12]=[C:13]([O:16][CH3:17])[CH:14]=2)[C:9]([CH2:20][NH:21][C:22]([O:24][C:25]([CH3:28])([CH3:27])[CH3:26])=[O:23])=[N:8][CH:7]=1)=[O:5])C.O[Li].O.CCOC(C)=O.Cl>C1COCC1.O>[C:25]([O:24][C:22]([NH:21][CH2:20][C:9]1[C:10]2[C:15](=[CH:14][C:13]([O:16][CH3:17])=[CH:12][C:11]=2[O:18][CH3:19])[C:6]([C:4]([OH:5])=[O:3])=[CH:7][N:8]=1)=[O:23])([CH3:28])([CH3:26])[CH3:27] |f:1.2|. Procedure details: To a solution of 1-(tert-butoxycarbonylamino-methyl)-6,8-dimethoxy-isoquinoline-4-carboxylic acid ethyl ester (520 mg, 1.34 mmol) in THF (10 ml) and H2O (10 ml) under nitrogen, LiOH—H2O (95 mg, 2.3 mmol) was added. The reaction was stirred at 50° C. for 3.5 hours and at then at room temperature for 18 hours. EtOAc and water were then added and the pH was adjusted to 5 by dropwise addition of 6N HCl. The layers were then separated and the aqueous phase was extracted with EtOAc. The combined organ... The reactants are C1=CC=C(C=C1)P(C2=CC=CC=C2)C3=CC=CC=C3 (PPh3), CCOC(=O)/N=N/C(=O)OCC (DEAD), FC(C1=CC=C(C=C1)[C@]12CN(C[C@@H]2C1)CCCO)(F)F (3-{(1S,5R)-1-[4-(trifluoromethyl)phenyl]-3-azabicyclo[3.1.0]hex-3-yl}-1-propanol), C1(=CC=CC=C1)C(=O)N1C(NC=CC1=O)=O (3-(phenylcarbonyl)-2,4(1H,3H)-pyrimidinedione). Run in O1CCOCC1 (dioxane). Yields the product N (NH3), C1(=CC=CC=C1)C(=O)N1C(N(C=CC1=O)CCCN1C[C@]2(C[C@H]2C1)C1=CC=C(C=C1)C(F)(F)F)=O (3-(phenylcarbonyl)-1-(3-{(1S,5R)-1-[4-(trifluoromethyl)phenyl]-3-azabicyclo[3.1.0]hex-3-yl}propyl)-2,4(1H,3H)-pyrimidinedione). Reaction SMILES: [F:1][C:2]([F:20])([F:19])[C:3]1[CH:8]=[CH:7][C:6]([C@:9]23[CH2:14][C@H:13]2[CH2:12][N:11]([CH2:15][CH2:16][CH2:17]O)[CH2:10]3)=[CH:5][CH:4]=1.[C:21]1([C:27]([N:29]2[C:34](=[O:35])[CH:33]=[CH:32][NH:31][C:30]2=[O:36])=[O:28])[CH:26]=[CH:25][CH:24]=[CH:23][CH:22]=1.C1C=CC(P(C2C=CC=CC=2)C2C=CC=CC=2)=CC=1.CCOC(/N=N/C(OCC)=O)=O>O1CCOCC1>[NH3:11].[C:21]1([C:27]([N:29]2[C:34](=[O:35])[CH:33]=[CH:32][N:31]([CH2:17][CH2:16][CH2:15][N:11]3[CH2:12][C@H:13]4[C@:9]([C:6]5[CH:7]=[CH:8][C:3]([C:2]([F:20])([F:1])[F:19])=[CH:4][CH:5]=5)([CH2:14]4)[CH2:10]3)[C:30]2=[O:36])=[O:28])[CH:22]=[CH:23][CH:24]=[CH:25][CH:26]=1. Procedure details: To a solution of 3-{(1S,5R)-1-[4-(trifluoromethyl)phenyl]-3-azabicyclo[3.1.0]hex-3-yl}-1-propanol (Prep5, 51 mg), 3-(phenylcarbonyl)-2,4(1H,3H)-pyrimidinedione (39 mg, prepared according to the procedure reported in J. Chem. Soc., Perkin Trans. 1, 2827 (1998)) and PPh3 (140 mg) in dry dioxane at 110° C., DEAD (40% solution in toluene, 0.243 mL) was added dropwise. After 3 hours the mixture was concentrated under reduced pressure. The crude product was purified by a silica SPE cartridge (10 g) el...